Dataset: the Open Reaction Database (ORD), a public repository of structured organic reaction records. Task: describe an organic reaction: reactants, conditions, products, and yield Starting materials: CC(=O)O, CSc1ccc([N+](=O)[O-])cc1Cl, O. Product: CSc1ccc(N)cc1Cl. Reaction SMILES: [CH3:13][C:14](=[O:15])[OH:16].[Cl:1][c:2]1[c:3]([S:11][CH3:12])[cH:4][cH:5][c:6]([N+:8]([O-:9])=[O:10])[cH:7]1.[OH2:17]>>[Cl:1][c:2]1[c:3]([S:11][CH3:12])[cH:4][cH:5][c:6]([NH2:8])[cH:7]1. Starting materials: ClC=1C(=C(NC2=NC=NC3=CC(=C(C=C23)O)OC)C=CC1)F (4-(3-chloro-2-fluoroanilino)-6-hydroxy-7-methoxyquinazoline), Di-tent-butyl azodicarboxylate, CN1CC(CC1)O (1-methyl-3-pyrrolidinol), C1(=CC=CC=C1)P(C1=CC=CC=C1)C1=CC=CC=C1 (triphenyl phosphine). The solvent is C(Cl)Cl (DCM), C(Cl)Cl (DCM). Reaction conditions: temperature 0 celsius, time 8 hour. Product: ClC=1C(=C(NC2=NC=NC3=CC(=C(C=C23)OC2CN(CC2)C)OC)C=CC1)F (4-(3-Chloro-2-fluoroanilino)-7-methoxy-6-[(1-methylpyrrolidin-3-yl)oxy]quinazoline), solid. Isolated yield 16.0%. As a reaction SMILES: [Cl:1][C:2]1[C:3]([F:22])=[C:4]([CH:19]=[CH:20][CH:21]=1)[NH:5][C:6]1[C:15]2[C:10](=[CH:11][C:12]([O:17][CH3:18])=[C:13]([OH:16])[CH:14]=2)[N:9]=[CH:8][N:7]=1.[CH3:23][N:24]1[CH2:28][CH2:27][CH:26](O)[CH2:25]1.C1(P(C2C=CC=CC=2)C2C=CC=CC=2)C=CC=CC=1>C(Cl)Cl>[Cl:1][C:2]1[C:3]([F:22])=[C:4]([CH:19]=[CH:20][CH:21]=1)[NH:5][C:6]1[C:15]2[C:10](=[CH:11][C:12]([O:17][CH3:18])=[C:13]([O:16][CH:26]3[CH2:27][CH2:28][N:24]([CH3:23])[CH2:25]3)[CH:14]=2)[N:9]=[CH:8][N:7]=1. Procedure: To a suspension of 4-(3-chloro-2-fluoroanilino)-6-hydroxy-7-methoxyquinazoline (Reference Example 2, 639 mg, 2.0 mmol) in DCM (30 ml) was added 1-methyl-3-pyrrolidinol (658 μl, 6.0 mmol) and triphenyl phosphine (1572 mg, 6.0 mmol). The suspension was cooled to 0° C. under a nitrogen atmosphere. Di-tent-butyl azodicarboxylate (1380 mg, 6 mmol) was added as a solution in DCM (20 ml), dropwise over the course of 15 minutes. The resulting light brown solution was allowed to warm to room temperature ...